Dataset: the Open Reaction Database (ORD), a public repository of structured organic reaction records. Task: describe an organic reaction: reactants, conditions, products, and yield The reactants are BrC=1C=C2C=3N(C(C(NC3C1)=O)=O)C(CC2)CC(=O)OC (9-Bromo-5-methoxycarbonylmethyl-6,7-dihydro-1H, 5H-pyrido[1,2,3-de]quinoxaline-2,3-dione), CN(C)C=O (DMF), C(C)(=O)O (acetic acid), [H][H] (hydrogen). Reagents/catalysts: [Pd] (palladium on carbon). Run in C1CCOC1 (THF). Product: CONC(=O)CC1CCC=2C=3N1C(C(NC3C=CC2)=O)=O (5-methoxycarbamoylmethyl-6,7-dihydro-1H, 5H-pyrido[1,2,3-de]-quinoxaline-2,3-dione). Isolated yield 79.0%. RXN SMILES: Br[C:2]1[CH:3]=[C:4]2[CH2:16][CH2:15][CH:14]([CH2:17][C:18](OC)=[O:19])[N:6]3[C:7](=[O:13])[C:8](=[O:12])[NH:9][C:10]([CH:11]=1)=[C:5]23.C[N:23](C=O)C.[C:27]([OH:30])(=O)C.[H][H]>C1COCC1.[Pd]>[CH3:27][O:30][NH:23][C:18]([CH2:17][CH:14]1[N:6]2[C:7](=[O:13])[C:8](=[O:12])[NH:9][C:10]3[CH:11]=[CH:2][CH:3]=[C:4]([C:5]=32)[CH2:16][CH2:15]1)=[O:19]. Procedure details: 9-Bromo-5-methoxycarbonylmethyl-6,7-dihydro-1H, 5H-pyrido[1,2,3-de]quinoxaline-2,3-dione (1.15 g, 3.26 mmol) in a mixture of THF (5 mL), DMF (10 mL), and acetic acid (8 mL) was hydrogenated over palladium on carbon (300 mg) under atmospheric pressure of hydrogen at room temperature for 5 h. The mixture was passed through celite and concentrated. The residue was purified by silica gel column chromatography with ethyl acetate to give 700 mg of 5-methoxycarbamoylmethyl-6,7-dihydro-1H, 5H-pyrido[1,2... Reactants: BrCC=CCBr, O=C1CCc2ccc(O)cc2N1. The product is O=C1CCc2ccc(OCC=CCBr)cc2N1. RXN SMILES: [Br:13][CH2:14][CH:15]=[CH:16][CH2:17][Br:18].[OH:1][c:2]1[cH:3][cH:4][c:5]2[c:10]([cH:11]1)[NH:9][C:8](=[O:12])[CH2:7][CH2:6]2>>[O:1]([c:2]1[cH:3][cH:4][c:5]2[c:10]([cH:11]1)[NH:9][C:8](=[O:12])[CH2:7][CH2:6]2)[CH2:17][CH:16]=[CH:15][CH2:14][Br:13].